This data is from the Open Reaction Database (ORD), a public repository of structured organic reaction records. The task is: describe an organic reaction: reactants, conditions, products, and yield The reactants are CC(CCCCCC)(C)C1=CC(=CC(=C1)OC)OC (1-(1,1-dimethylheptyl)-3,5-dimethoxybenzene), B(Br)(Br)Br (boron tribromide). Yields the product CC(CCCCCC)(C)C=1C=C(C=C(O)C1)O (5-(1,1-dimethylheptyl)-resorcinol). Reaction SMILES: [CH3:1][C:2]([C:10]1[CH:15]=[C:14]([O:16]C)[CH:13]=[C:12]([O:18]C)[CH:11]=1)([CH3:9])[CH2:3][CH2:4][CH2:5][CH2:6][CH2:7][CH3:8].B(Br)(Br)Br>>[CH3:9][C:2]([C:10]1[CH:15]=[C:14]([OH:16])[CH:13]=[C:12]([CH:11]=1)[OH:18])([CH3:1])[CH2:3][CH2:4][CH2:5][CH2:6][CH2:7][CH3:8]. Procedure: The process of claim 1, said process comprising reacting 2,6-dimethoxyphenol with 1,1-dimethyl-1-heptanol in the presence of methanesulfonic acid to provide 1-hydroxy-2,6-dimethoxy-4-(1,1-dimethylheptyl)benzene; reacting said 1-hydroxy-2,6-dimethoxy-4-(1,1-dimethylheptyl)benzene with a halogenated disubstituted phosphite to provide a 2,6-dimethoxy-4-(1,1-dimethylheptyl)phenyl disubstituted phosphate; reacting said 2,6-dimethoxy-4-(1,1-dimethylheptyl)phenyl disubstituted phosphate with an alkali ...